This data is from the Open Reaction Database (ORD), a public repository of structured organic reaction records. The task is: describe an organic reaction: reactants, conditions, products, and yield Starting materials: C1(CCCCC1)NC1CCCCC1 (dicyclohexylamine), [OH-].[Na+] (NaOH), ClC=1C=C2C=NN=C(C2=CC1)O (6-chlorophthalazin-1-ol), B(O)(O)C=1C=C(C(=O)O)C=CC1C (3-borono-4-methylbenzoic acid), C1(CCCCC1)P(C1=C(C=CC=C1)C1=C(C=CC=C1)C)C1CCCCC1 (2-(dicyclohexylphosphino)-2′-methylbiphenyl). The reagents and catalysts are C=1C=CC(=CC1)/C=C/C(=O)/C=C/C2=CC=CC=C2.C=1C=CC(=CC1)/C=C/C(=O)/C=C/C2=CC=CC=C2.C=1C=CC(=CC1)/C=C/C(=O)/C=C/C2=CC=CC=C2.[Pd].[Pd] (Pd2(dba)3). Solvent: O (water), C(CCC)O (1-butanol), O (water). Run at temperature 85 celsius, time 8 hour. Product: OC1=NN=CC2=CC(=CC=C12)C=1C=C(C(=O)O)C=CC1C (3-(1-hydroxyphthalazin-6-yl)-4-methylbenzoic acid). Reaction SMILES: Cl[C:2]1[CH:3]=[C:4]2[C:9](=[CH:10][CH:11]=1)[C:8]([OH:12])=[N:7][N:6]=[CH:5]2.B([C:16]1[CH:17]=[C:18]([CH:22]=[CH:23][C:24]=1[CH3:25])[C:19]([OH:21])=[O:20])(O)O.C1(P(C2CCCCC2)C2C=CC=CC=2C2C=CC=CC=2C)CCCCC1.C1(NC2CCCCC2)CCCCC1.[OH-].[Na+]>C1C=CC(/C=C/C(/C=C/C2C=CC=CC=2)=O)=CC=1.C1C=CC(/C=C/C(/C=C/C2C=CC=CC=2)=O)=CC=1.C1C=CC(/C=C/C(/C=C/C2C=CC=CC=2)=O)=CC=1.[Pd].[Pd].O.C(O)CCC>[OH:12][C:8]1[C:9]2[C:4](=[CH:3][C:2]([C:16]3[CH:17]=[C:18]([CH:22]=[CH:23][C:24]=3[CH3:25])[C:19]([OH:21])=[O:20])=[CH:11][CH:10]=2)[CH:5]=[N:6][N:7]=1 |f:4.5,6.7.8.9.10|. Procedure details: A 10 mL round bottom flask was charged with 6-chlorophthalazin-1-ol (0.35 g, 1.94 mmol), 3-borono-4-methylbenzoic acid (0.42 g, 2.3 mmol), Pd2(dba)3 (9 mg, 9.8 μmol), and 2-(dicyclohexylphosphino)-2′-methylbiphenyl (9 mg, 25 μmol). The flask was evacuated and back-filled with nitrogen. Deoxygenated solvents, 1-butanol (2.0 mL), water (0.5 mL) and dicyclohexylamine (1.5 mL, 7.8 mmol), were added sequentially. The reaction mixture was then heated at 85° C. under nitrogen with efficient stirring ov... Reactants: mixture, S(O)(O)(=O)=O (sulfuric acid), O (water), C(CC)[C@H]1CC[C@H](CC1)C#N (cis-4-propylcyclohexanecarbonitrile), O (water). Run at time 3 hour. The product is C(CC)[C@H]1CC[C@H](CC1)C(=O)O (cis-4-propylcyclohexanecarboxylic acid). As a reaction SMILES: [CH2:1]([C@@H:4]1[CH2:9][CH2:8][C@H:7]([C:10]#N)[CH2:6][CH2:5]1)[CH2:2][CH3:3].S(=O)(=O)(O)[OH:13].[OH2:17]>>[CH2:1]([C@@H:4]1[CH2:9][CH2:8][C@H:7]([C:10]([OH:13])=[O:17])[CH2:6][CH2:5]1)[CH2:2][CH3:3]. Procedure details: To 5.17 g of the nitrile previously prepared was added 30 ml of a mixture of water and conc. sulfuric acid (1:1) and the mixture was stirred for three hours at 110° C. to 130° C. After cooling to room temperature, the reaction mixture was poured into 60 ml of water and extracted with ethyl acetate, and then the extract was concentrated under reduced pressure. To the residue was added 30 ml of 1N aqueous solution of sodium hydroxide and the mixture was stirred for five minutes at room temperature... The reactants are BrC=1C=C2C(=NC1)N(C=C2)[Si](C)(C)C(C)(C)C (5-bromo-1-(tert-butyl-dimethyl-silanyl)-1H-pyrrolo[2,3-b]pyridine), C(CCC)[Li] (n-butyllithium), CCCCCC (n-hexane), CI (methyl iodide). Run in O1CCCC1 (tetrahydrofuran). Run at temperature -78 celsius, time 20 minute. Yields the product C(C)(C)(C)[Si](N1C=CC=2C1=NC=C(C2)C)(C)C (1-(tert-butyl-dimethyl-silanyl)-5-methyl-1H-pyrrolo[2,3-b]pyridine). Yield: 100.0%. Reaction SMILES: Br[C:2]1[CH:3]=[C:4]2[CH:10]=[CH:9][N:8]([Si:11]([C:14]([CH3:17])([CH3:16])[CH3:15])([CH3:13])[CH3:12])[C:5]2=[N:6][CH:7]=1.[CH2:18]([Li])CCC.CCCCCC.CI>O1CCCC1>[C:14]([Si:11]([CH3:13])([CH3:12])[N:8]1[C:5]2=[N:6][CH:7]=[C:2]([CH3:18])[CH:3]=[C:4]2[CH:10]=[CH:9]1)([CH3:17])([CH3:16])[CH3:15]. Reported procedure: To a solution 5-bromo-1-(tert-butyl-dimethyl-silanyl)-1H-pyrrolo[2,3-b]pyridine (prepared as in Example 7, 10.0 g, 32.2 mmol) in anhydrous tetrahydrofuran (200 mL) at −78° C. was added a solution of n-butyllithium in n-hexane (2.5 M, 19.3 mL, 48.2 mmol) dropwise. After stirring for 20 min at −78° C., methyl iodide (13.72 g, 96.6 mmol) was added. The resulting mixture was stirred for 2 h, quenched with a saturated ammonium chloride solution (50 mL), extracted with ethyl acetate (2×200 mL), dried ...